describe an organic reaction: reactants, conditions, products, and yield From a dataset of the Open Reaction Database (ORD), a public repository of structured organic reaction records. Starting materials: C(C)OC(=O)C(CCC1=CC=CC=C1)NC1C(N(CC(SC1)C1=CC=CC=C1)CC(=O)O)=O (α-{6-[1-Ethoxycarbonyl-3-phenylpropylamino]-5-oxo-2-phenylperhydro-1,4-thiazepin-4-yl}acetic acid), [OH-].[Na+] (sodium hydroxide). Product: C(=O)(O)C(CCC1=CC=CC=C1)NC1C(N(CC(SC1)C1=CC=CC=C1)CC(=O)O)=O (α-{6-[1-Carboxy-3-phenylpropylamino]-5-oxo-2-phenylperhydro-1,4-thiazepin-4-yl}acetic acid). Reaction SMILES: C([O:3][C:4]([CH:6]([NH:15][CH:16]1[CH2:22][S:21][CH:20]([C:23]2[CH:28]=[CH:27][CH:26]=[CH:25][CH:24]=2)[CH2:19][N:18]([CH2:29][C:30]([OH:32])=[O:31])[C:17]1=[O:33])[CH2:7][CH2:8][C:9]1[CH:14]=[CH:13][CH:12]=[CH:11][CH:10]=1)=[O:5])C.[OH-].[Na+]>>[C:4]([CH:6]([NH:15][CH:16]1[CH2:22][S:21][CH:20]([C:23]2[CH:24]=[CH:25][CH:26]=[CH:27][CH:28]=2)[CH2:19][N:18]([CH2:29][C:30]([OH:32])=[O:31])[C:17]1=[O:33])[CH2:7][CH2:8][C:9]1[CH:10]=[CH:11][CH:12]=[CH:13][CH:14]=1)([OH:5])=[O:3] |f:1.2|. Procedure details: 0.18 of α-{6-ethoxycarbonyl-3-phenylpropylamino]-5-oxo-2-phenylperhydro-1,4-thiazepin-4-yl}acetic acid (prepared as described in Example 8 above) was hydrolysed with aqueous sodium hydroxide in the manner described in Example 5, giving the title compound as a powder in a yield of 0.14 g. The reactants are FC(C(=O)N1CCC2=C(C(C1)C)C=C(C(=C2)O)Br)(F)F (N-trifluoroacetyl-8-bromo-7-hydroxy-1-methyl-2,3,4,5-tetrahydro-1H-3-benzazepine), C(C1=CC=CC=C1)Br (benzyl bromide), C1CCC2=NCCCN2CC1 (DBU). Solvent: ClCCl (dichloromethane), CCOC(=O)C (EtOAc). Reaction conditions: time 2 hour. Product: FC(C(=O)N1CCC2=C(C(C1)C)C=C(C(=C2)OCC2=CC=CC=C2)Br)(F)F (N-Trifluoroacetyl-7-benzyloxy-8-bromo-1-methyl-2,3,4,5-tetrahydro-1H-3-benzazepine). Isolated yield 86.0%. RXN SMILES: [F:1][C:2]([F:20])([F:19])[C:3]([N:5]1[CH2:11][CH:10]([CH3:12])[C:9]2[CH:13]=[C:14]([Br:18])[C:15]([OH:17])=[CH:16][C:8]=2[CH2:7][CH2:6]1)=[O:4].[CH2:21](Br)[C:22]1[CH:27]=[CH:26][CH:25]=[CH:24][CH:23]=1.C1CCN2C(=NCCC2)CC1>ClCCl.CCOC(C)=O>[F:20][C:2]([F:19])([F:1])[C:3]([N:5]1[CH2:11][CH:10]([CH3:12])[C:9]2[CH:13]=[C:14]([Br:18])[C:15]([O:17][CH2:21][C:22]3[CH:27]=[CH:26][CH:25]=[CH:24][CH:23]=3)=[CH:16][C:8]=2[CH2:7][CH2:6]1)=[O:4]. Procedure details: A solution of N-trifluoroacetyl-8-bromo-7-hydroxy-1-methyl-2,3,4,5-tetrahydro-1H-3-benzazepine (0.075 g, 0.213 mmol) in dichloromethane (5 mL) was treated with benzyl bromide (0.072 g, 0.64 mmol), DBU (0.100 g, 0.64 mmol), and stirred 2 hours at 20 C. The product mixture was diluted with EtOAc (50 mL), washed with 5% aqueous HCl (20 mL), brine (20 mL), dried with Na2SO4 and concentrated. Flash chromatography (15% EtOAc in hexane, silica) resulted in 0.081 g of a clear oil. MS calculated for C20H... Starting materials: [H-].[Al+3].[Li+].[H-].[H-].[H-] (lithium aluminum hydride), C1OC2[C@]3(C)[C@@H](CC2OC1)C1=CCC=2CC(CCC2[C@H]1CC3)=O (17-Ethylenedioxyestra-5(10),7-dien-3-one). The solvent is C(C)OCC (diethyl ether), CCOCC (ether). Reaction conditions: time 1.5 hour. Yields the product C1OC2[C@]3(C)[C@@H](CC2OC1)C1=CCC=2CC(CCC2[C@H]1CC3)O (17-Ethylenedioxyestra-5(10),7-dien-3-ol). Reaction SMILES: [H-].[Al+3].[Li+].[H-].[H-].[H-].[CH2:7]1[CH2:16][O:15][CH:14]2[CH:9]([C@:10]3([CH2:28][CH2:27][C@H:26]4[C:17](=[CH:18][CH2:19][C:20]5[CH2:21][C:22](=[O:29])[CH2:23][CH2:24][C:25]=54)[C@@H:12]3[CH2:13]2)[CH3:11])[O:8]1>C(OCC)C>[CH2:7]1[CH2:16][O:15][CH:14]2[CH:9]([C@:10]3([CH2:28][CH2:27][C@H:26]4[C:17](=[CH:18][CH2:19][C:20]5[CH2:21][CH:22]([OH:29])[CH2:23][CH2:24][C:25]=54)[C@@H:12]3[CH2:13]2)[CH3:11])[O:8]1 |f:0.1.2.3.4.5|. Procedure details: To a well-stirred suspension of lithium aluminum hydride (0.3 g, 7.9 mmol) in diethyl ether (20 mL) at 0° C. under nitrogen was added a solution of the ketone 3 (0.47 g, 1.52 mmol) in ether (20 mL). After stirring for 1.5 h the reaction mixture was quenched by the sequential addition of water (0.3 mL), 15% aqueous sodium hydroxide (0.3 mL) and water (1 mL) and stirred for 30 min. The inorganic precipitate was filtered out and washed with ether (3×10 mL). The ether extracts and washings were comb... As a reaction SMILES: [CH3:1][CH2:2][CH2:3][CH2:4][CH2:5][CH:6](O)[CH2:7][CH2:8][CH2:9][CH2:10][CH2:11][CH2:12][CH2:13][CH2:14][CH3:15].C(Br)(Br)(Br)[Br:18].C1(P(C2C=CC=CC=2)C2C=CC=CC=2)C=CC=CC=1>ClCCl>[Br:18][CH:6]([CH2:7][CH2:8][CH2:9][CH2:10][CH2:11][CH2:12][CH2:13][CH2:14][CH3:15])[CH2:5][CH2:4][CH2:3][CH2:2][CH3:1]. Procedure details: The title compound (13.87 g) was prepared from Pentadecan-6-ol (Example 11, 12.65 g), carbon tetrabromide (22 g), triphenylphosphine (24.82 g) and dichloromethane (200 ml) using the procedure of Example 6. The yield is 86.0%. Solvent: ClCCl (dichloromethane). The reactants are CCCCCC(CCCCCCCCC)O (Pentadecan-6-ol), C(Br)(Br)(Br)Br (carbon tetrabromide), C1(=CC=CC=C1)P(C1=CC=CC=C1)C1=CC=CC=C1 (triphenylphosphine). Product: BrC(CCCCC)CCCCCCCCC (6-Bromo-pentadecane). Reactants: CCN=C=NCCCN(C)C, Nc1ncc(-c2cccc(C(=O)NC3CCc4ccccc43)c2)nc1C(=O)O, NC1CCCCNC1, On1nnc2ccccc21. Product: Nc1ncc(-c2cccc(C(=O)NC3CCc4ccccc43)c2)nc1C(=O)NC1CCCCNC1. RXN SMILES: [CH3:37][CH2:38][N:39]=[C:40]=[N:41][CH2:42][CH2:43][CH2:44][N:45]([CH3:46])[CH3:47].[NH2:1][c:2]1[c:3]([C:26](=[O:27])[OH:28])[n:4][c:5](-[c:8]2[cH:9][c:10]([C:14](=[O:15])[NH:16][CH:17]3[CH2:18][CH2:19][c:20]4[cH:21][cH:22][cH:23][cH:24][c:25]43)[cH:11][cH:12][cH:13]2)[cH:6][n:7]1.[NH:29]1[CH2:30][CH:31]([NH2:36])[CH2:32][CH2:33][CH2:34][CH2:35]1.[OH:48][n:49]1[c:50]2[c:51]([cH:52][cH:53][cH:54][cH:55]2)[n:56][n:57]1>>[NH2:1][c:2]1[c:3]([C:26](=[O:27])[NH:36][CH:31]2[CH2:30][NH:29][CH2:35][CH2:34][CH2:33][CH2:32]2)[n:4][c:5](-[c:8]2[cH:9][c:10]([C:14](=[O:15])[NH:16][CH:17]3[CH2:18][CH2:19][c:20]4[cH:21][cH:22][cH:23][cH:24][c:25]43)[cH:11][cH:12][cH:13]2)[cH:6][n:7]1.